The task is: describe an organic reaction: reactants, conditions, products, and yield. This data is from the Open Reaction Database (ORD), a public repository of structured organic reaction records. Reactants: CO, COC(=O)c1cc(-c2nnn[nH]2)cc2c1c(C)cn2C(C)C, [Na+], C1CCOC1, [OH-]. The product is Cc1cn(C(C)C)c2cc(-c3nnn[nH]3)cc(C(=O)O)c12. Reaction SMILES: [CH3:25][OH:26].[CH:1]([CH3:2])([CH3:3])[n:4]1[cH:5][c:6]([CH3:22])[c:7]2[c:8]([C:18](=[O:19])[O:20][CH3:21])[cH:9][c:10](-[c:13]3[n:14][n:15][n:16][nH:17]3)[cH:11][c:12]12.[Na+:24].[O:27]1[CH2:28][CH2:29][CH2:30][CH2:31]1.[OH-:23]>>[CH:1]([CH3:2])([CH3:3])[n:4]1[cH:5][c:6]([CH3:22])[c:7]2[c:8]([C:18](=[O:19])[OH:20])[cH:9][c:10](-[c:13]3[n:14][n:15][n:16][nH:17]3)[cH:11][c:12]12. The reactants are C(C)SC=1C=CC(=NC1)N (5-(Ethylthio)pyridin-2-amine), FC(C(=O)O)(F)F (trifluoroacetic acid), ClC1=CC(=CC=C1)C(=O)OO (m-chloroperbenzoic acid), S(=O)([O-])[O-].[Na+].[Na+] (sodium sulfite). The solvent is ClCCl (dichloromethane). Conditions: temperature 0 celsius, time 2 hour. Yields the product C(C)S(=O)(=O)C=1C=CC(=NC1)N (5-(Ethylsulfonyl)pyridin-2-amine). Yield: 97.0%. RXN SMILES: C(S[C:4]1[CH:5]=[CH:6][C:7]([NH2:10])=[N:8][CH:9]=1)C.F[C:12](F)(F)[C:13](O)=O.ClC1C=CC=C(C(OO)=O)C=1.[S:29]([O-:32])([O-])=[O:30].[Na+].[Na+]>ClCCl>[CH2:12]([S:29]([C:4]1[CH:5]=[CH:6][C:7]([NH2:10])=[N:8][CH:9]=1)(=[O:32])=[O:30])[CH3:13] |f:3.4.5|. Procedure details: To a solution of 5-(ethylthio)pyridin-2-amine (Step A, 1.23 g, 7.96 mmol) in dichloromethane (30 mL) were added trifluoroacetic acid (1.2 mL, 15.9 mmol) and m-chloroperbenzoic acid (4.3 g, 17.5 mmol) at 0° C. The mixture was stirred at 0° C. for 2 h. Aqueous sodium sulfite (20 mL) was added. The mixture was extracted with dichloromethane (30 mL×3) and washed with aqueous sodium hydrogencarbonate (15 mL×2). The organic extracts were dried over sodium sulfate and concentrated to afford the title c... The reactants are N#Cc1ccc2c(ccc(=O)n2CC(=O)O)c1, Nc1scc(Cl)c1-c1nc[nH]n1. Product: N#Cc1ccc2c(ccc(=O)n2CC(=O)Nc2scc(Cl)c2-c2nc[nH]n2)c1. RXN SMILES: [C:13](#[N:14])[c:15]1[cH:16][c:17]2[cH:18][cH:19][c:20](=[O:29])[n:21]([CH2:25][C:26](=[O:27])[OH:28])[c:22]2[cH:23][cH:24]1.[Cl:1][c:2]1[c:3](-[c:8]2[n:9][nH:10][cH:11][n:12]2)[c:4]([NH2:7])[s:5][cH:6]1>>[Cl:1][c:2]1[c:3](-[c:8]2[n:9][nH:10][cH:11][n:12]2)[c:4]([NH:7][C:26]([CH2:25][n:21]2[c:20](=[O:29])[cH:19][cH:18][c:17]3[cH:16][c:15]([C:13]#[N:14])[cH:24][cH:23][c:22]32)=[O:27])[s:5][cH:6]1. Starting materials: CC(=O)OC(CCCC1CCN(Cc2ccccc2)CC1)C(N)=NO, O=C(Cl)c1ccc([N+](=O)[O-])cc1, C1CCOC1. The product is CC(=O)OC(CCCC1CCN(Cc2ccccc2)CC1)C(N)=NOC(=O)c1ccc([N+](=O)[O-])cc1. As a reaction SMILES: [C:1]([CH3:2])(=[O:3])[O:4][CH:5]([C:6](=[N:7][OH:8])[NH2:9])[CH2:10][CH2:11][CH2:12][CH:13]1[CH2:14][CH2:15][N:16]([CH2:19][c:20]2[cH:21][cH:22][cH:23][cH:24][cH:25]2)[CH2:17][CH2:18]1.[N+:26](=[O:27])([O-:28])[c:29]1[cH:30][cH:31][c:32]([C:33](=[O:34])[Cl:35])[cH:36][cH:37]1.[O:38]1[CH2:39][CH2:40][CH2:41][CH2:42]1>>[C:1]([CH3:2])(=[O:3])[O:4][CH:5]([C:6](=[N:7][O:8][C:33]([c:32]1[cH:31][cH:30][c:29]([N+:26](=[O:27])[O-:28])[cH:37][cH:36]1)=[O:34])[NH2:9])[CH2:10][CH2:11][CH2:12][CH:13]1[CH2:14][CH2:15][N:16]([CH2:19][c:20]2[cH:21][cH:22][cH:23][cH:24][cH:25]2)[CH2:17][CH2:18]1.